From a dataset of the Open Reaction Database (ORD), a public repository of structured organic reaction records. describe an organic reaction: reactants, conditions, products, and yield Starting materials: ClC1=NS(C2=C(N1)C=C(S2)Cl)(=O)=O (3,6-dichloro-4H-thieno[3,2-e]-1,2,4-thiadiazine 1,1-dioxide), CC(C(C)C)N (1,2-dimethylpropylamine). Yields the product ClC1=CC=2NC(=NS(C2S1)(=O)=O)NC(C(C)C)C (6-Chloro-3-(1,2-dimethylpropyl)amino-4H-thieno[3,2-e]-1,2,4-thiadiazine 1,1-dioxide). Yield: 72.0%. Reaction SMILES: Cl[C:2]1[NH:7][C:6]2[CH:8]=[C:9]([Cl:11])[S:10][C:5]=2[S:4](=[O:13])(=[O:12])[N:3]=1.[CH3:14][CH:15]([NH2:19])[CH:16]([CH3:18])[CH3:17]>>[Cl:11][C:9]1[S:10][C:5]2[S:4](=[O:13])(=[O:12])[N:3]=[C:2]([NH:19][CH:15]([CH3:14])[CH:16]([CH3:18])[CH3:17])[NH:7][C:6]=2[CH:8]=1. Reported procedure: A solution of 3,6-dichloro-4H-thieno[3,2-e]-1,2,4-thiadiazine 1,1-dioxide (0.5 g, 1.94 mmol) in 1,2-dimethylpropylamine (5 ml) was stirred for 48 h at 100° C in a sealed flask. The cooled mixture was concentrated in vacuo and the residue was stirred with water (20 ml) followed by adjustment to pH 2 with 4M hydrochloric acid. The initially formed gummy product crystallised by stirring the mixture for about 2 h at 0° C. The precipitate was isolated by filtration, washed with water, and recrystalli...